Dataset: the Open Reaction Database (ORD), a public repository of structured organic reaction records. Task: describe an organic reaction: reactants, conditions, products, and yield The reactants are CNC(=O)NCC(C(=O)OC)c1ccc(C(=O)OC(C)(C)C)cc1, ClCCl, O=C(O)C(F)(F)F. Yields the product CNC(=O)NCC(C(=O)OC)c1ccc(C(=O)O)cc1. RXN SMILES: [CH3:1][O:2][C:3]([CH:4]([CH2:5][NH:6][C:7](=[O:8])[NH:9][CH3:10])[c:11]1[cH:12][cH:13][c:14]([C:15](=[O:16])[O:17][C:18]([CH3:19])([CH3:20])[CH3:21])[cH:22][cH:23]1)=[O:24].[Cl:32][CH2:33][Cl:34].[OH:25][C:26]([C:27]([F:28])([F:29])[F:30])=[O:31]>>[CH3:1][O:2][C:3]([CH:4]([CH2:5][NH:6][C:7](=[O:8])[NH:9][CH3:10])[c:11]1[cH:12][cH:13][c:14]([C:15](=[O:16])[OH:17])[cH:22][cH:23]1)=[O:24]. The reactants are solution, potassium hexamethyldisilylamide, COC1=CC=C(C(=O)C2CCN(CC2)[C@H]2C(NCC2)=O)C=C1 ((R)-3-[4-(4-methoxy-benzoyl)-piperidin-1-yl]-pyrrolidin-2-one), COC1=CC=C(C(=O)C2CCN(CC2)[C@H]2C(NCC2)=O)C=C1 ((R)-3-[4-(4-methoxy-benzoyl)-piperidin-1-yl]-pyrrolidin-2-one), O[C@@H]1C(NCC1)=O ((S)-3-hydroxypyrrolidin-2-one), ClCC=1NC(C2=C(N1)CCOC2)=O (2-chloromethyl-3,5,7,8-tetrahydro-pyrano[4,3-d]pyrimidin-4-one). The solvent is C1CCOC1 (THF), C1CCOC1 (THF). Reaction conditions: temperature 0 celsius. Product: COC1=CC=C(C(=O)C2CCN(CC2)[C@H]2C(N(CC2)CC=2NC(C3=C(N2)CCOC3)=O)=O)C=C1 (2-{(R)-3-[4-(4-Methoxy-benzoyl)-piperidin-1-yl]-2-oxo-pyrrolidin-1-ylmethyl}-3,5,7,8-tetrahydro-pyrano[4,3-d]pyrimidin-4-one). The yield is 26.0%. Reaction SMILES: [CH3:1][O:2][C:3]1[CH:22]=[CH:21][C:6]([C:7]([CH:9]2[CH2:14][CH2:13][N:12]([C@@H:15]3[CH2:19][CH2:18][NH:17][C:16]3=[O:20])[CH2:11][CH2:10]2)=[O:8])=[CH:5][CH:4]=1.O[C@H]1CCNC1=O.Cl[CH2:31][C:32]1[NH:33][C:34](=[O:42])[C:35]2[CH2:41][O:40][CH2:39][CH2:38][C:36]=2[N:37]=1>C1COCC1>[CH3:1][O:2][C:3]1[CH:4]=[CH:5][C:6]([C:7]([CH:9]2[CH2:14][CH2:13][N:12]([C@@H:15]3[CH2:19][CH2:18][N:17]([CH2:31][C:32]4[NH:33][C:34](=[O:42])[C:35]5[CH2:41][O:40][CH2:39][CH2:38][C:36]=5[N:37]=4)[C:16]3=[O:20])[CH2:11][CH2:10]2)=[O:8])=[CH:21][CH:22]=1. Procedure details: To a solution of (R)-3-[4-(4-methoxy-benzoyl)-piperidin-1-yl]-pyrrolidin-2-one (0.165 mmol, 50 mg), which was prepared in a similar manner as (R)-3-[4-(4-methoxy-benzoyl)-piperidin-1-yl]-pyrrolidin-2-one from (S)-3-hydroxypyrrolidin-2-one and 2-chloromethyl-3,5,7,8-tetrahydro-pyrano[4,3-d]pyrimidin-4-one (0.165 mmol, 33.2 mg) in THF (5 mL) was added 1 M solution of potassium hexamethyldisilylamide in THF (0.331 mmol, 0.331 mL) at −78° C. for 2 hours. The reaction was allowed to warm to 0° C. for...